describe an organic reaction: reactants, conditions, products, and yield From a dataset of the Open Reaction Database (ORD), a public repository of structured organic reaction records. Reactants: CC(=O)O, ClC(Cl)Cl, [Cl-], Cl, O=N[O-], CCOC(=O)c1sc(N)nc1-c1ccc(F)cc1, [Na+], O. The product is CCOC(=O)c1sc(Cl)nc1-c1ccc(F)cc1. Reaction SMILES: [CH3:30][C:31](=[O:32])[OH:33].[CH:26]([Cl:27])([Cl:28])[Cl:29].[Cl-:24].[ClH:19].[N:20]([O-:21])=[O:22].[NH2:1][c:2]1[s:3][c:4]([C:14](=[O:15])[O:16][CH2:17][CH3:18])[c:5](-[c:7]2[cH:8][cH:9][c:10]([F:13])[cH:11][cH:12]2)[n:6]1.[Na+:23].[OH2:25]>>[c:2]1([Cl:19])[s:3][c:4]([C:14](=[O:15])[O:16][CH2:17][CH3:18])[c:5](-[c:7]2[cH:8][cH:9][c:10]([F:13])[cH:11][cH:12]2)[n:6]1. Starting materials: C1(=CC=CC=C1)C(CN)(CCN(CCCC)CCCC)C1=CC=CC=C1 (2,2-diphenyl-4-di-n-butylaminobutyl-amine), 3a, NC(=O)OCC (urethane). Yields the product C(C)OC(NCC(CCN(CCCC)CCCC)(C1=CC=CC=C1)C1=CC=CC=C1)=O (N-(2,2-diphenyl-4-di-n-butylamino-butyl)-carbamic acid ethyl ester). As a reaction SMILES: [C:1]1([C:7]([C:21]2[CH:26]=[CH:25][CH:24]=[CH:23][CH:22]=2)([CH2:10][CH2:11][N:12]([CH2:17][CH2:18][CH2:19][CH3:20])[CH2:13][CH2:14][CH2:15][CH3:16])[CH2:8][NH2:9])[CH:6]=[CH:5][CH:4]=[CH:3][CH:2]=1.N[C:28]([O:30][CH2:31][CH3:32])=[O:29]>>[CH2:31]([O:30][C:28](=[O:29])[NH:9][CH2:8][C:7]([C:21]1[CH:26]=[CH:25][CH:24]=[CH:23][CH:22]=1)([C:1]1[CH:2]=[CH:3][CH:4]=[CH:5][CH:6]=1)[CH2:10][CH2:11][N:12]([CH2:17][CH2:18][CH2:19][CH3:20])[CH2:13][CH2:14][CH2:15][CH3:16])[CH3:32]. Procedure details: From 2,2-diphenyl-4-di-n-butylaminobutyl-amine in analogy to 3a. The crude urethane was further reacted in a crude state. Starting materials: ClCCl, CCCC=Cc1c(C(C)C)nc(C(C)C)c(CO)c1-c1ccc(SC)cc1, O=C(OO)c1cccc(Cl)c1. Product: CCCC=Cc1c(C(C)C)nc(C(C)C)c(CO)c1-c1ccc(S(C)=O)cc1. As a reaction SMILES: [CH2:39]([Cl:40])[Cl:41].[CH:1]([CH3:2])([CH3:3])[c:4]1[n:5][c:6]([CH:25]([CH3:26])[CH3:27])[c:7]([CH:20]=[CH:21][CH2:22][CH2:23][CH3:24])[c:8](-[c:12]2[cH:13][cH:14][c:15]([S:18][CH3:19])[cH:16][cH:17]2)[c:9]1[CH2:10][OH:11].[OH:28][O:29][C:30]([c:31]1[cH:32][c:33]([Cl:34])[cH:35][cH:36][cH:37]1)=[O:38]>>[CH:1]([CH3:2])([CH3:3])[c:4]1[n:5][c:6]([CH:25]([CH3:26])[CH3:27])[c:7]([CH:20]=[CH:21][CH2:22][CH2:23][CH3:24])[c:8](-[c:12]2[cH:13][cH:14][c:15]([S:18]([CH3:19])=[O:28])[cH:16][cH:17]2)[c:9]1[CH2:10][OH:11]. Starting materials: C#CC(=O)OC, CCCCCCCCN, CO, Cl. Yields the product C#CC(=O)NCCCCCCCC. As a reaction SMILES: [C:10]([C:11]#[CH:12])(=[O:13])[O:14][CH3:15].[CH2:1]([CH2:2][CH2:3][CH2:4][CH2:5][CH2:6][CH2:7][CH3:8])[NH2:9].[CH3:17][OH:18].[ClH:16]>>[CH2:1]([CH2:2][CH2:3][CH2:4][CH2:5][CH2:6][CH2:7][CH3:8])[NH:9][C:10]([C:11]#[CH:12])=[O:13].